From a dataset of the Open Reaction Database (ORD), a public repository of structured organic reaction records. describe an organic reaction: reactants, conditions, products, and yield Reactants: COc1ccc(N(Cc2ccc(C)cc2)Cc2ccc(C)cc2)cc1[N+](=O)[O-], CCO, [Ca+2], [Cl-], [Cl-], [Zn]. Reaction SMILES: [CH3:1][O:2][c:3]1[c:4]([N+:26]([O-:27])=[O:28])[cH:5][c:6]([N:9]([CH2:10][c:11]2[cH:12][cH:13][c:14]([CH3:17])[cH:15][cH:16]2)[CH2:18][c:19]2[cH:20][cH:21][c:22]([CH3:25])[cH:23][cH:24]2)[cH:7][cH:8]1.[CH3:32][CH2:33][OH:34].[Ca+2:31].[Cl-:29].[Cl-:30].[Zn:35]>>[CH3:1][O:2][c:3]1[c:4]([NH2:26])[cH:5][c:6]([N:9]([CH2:10][c:11]2[cH:12][cH:13][c:14]([CH3:17])[cH:15][cH:16]2)[CH2:18][c:19]2[cH:20][cH:21][c:22]([CH3:25])[cH:23][cH:24]2)[cH:7][cH:8]1. Yields the product COc1ccc(N(Cc2ccc(C)cc2)Cc2ccc(C)cc2)cc1N. Starting materials: [Br-].O[C@H]1C[N+]2(CCC1CC2)CC(NC2=NOC=C2)=O ((R)-3-hydroxy-1-(isoxazol-3-ylcarbamoylmethyl)-1-azonia-bicyclo[2.2.2]octane bromide), [Br-].O[C@H]1C[N+]2(CCC1CC2)CC(NC2=NOC=C2)=O ((R)-3-hydroxy-1-(isoxazol-3-ylcarbamoylmethyl)-1-azonia-bicyclo[2.2.2]octane bromide), BrCC(=O)NC1=NC=NC=C1 (2-bromo-N-pyrimidin-4-yl-acetamide). Yields the product [Br-].O[C@H]1C[N+]2(CCC1CC2)CC(NC2=NC=NC=C2)=O ((R)-3-Hydroxy-1-(pyrimidin-4-ylcarbamoylmethyl)-1-azonia-bicyclo[2.2.2]octane bromide). Reaction SMILES: [Br-].[OH:2][C@@H:3]1[CH:8]2[CH2:9][CH2:10][N+:5]([CH2:11][C:12](=[O:19])[NH:13][C:14]3[CH:18]=[CH:17]O[N:15]=3)([CH2:6][CH2:7]2)[CH2:4]1.[Br:20]C[C:22]([NH:24]C1C=CN=CN=1)=O>>[Br-:20].[OH:2][C@@H:3]1[CH:8]2[CH2:9][CH2:10][N+:5]([CH2:11][C:12](=[O:19])[NH:13][C:14]3[CH:18]=[CH:17][N:24]=[CH:22][N:15]=3)([CH2:6][CH2:7]2)[CH2:4]1 |f:0.1,3.4|. Reported procedure: This compound was prepared by an analogous method to (R)-3-Hydroxy-1-(isoxazol-3-ylcarbamoylmethyl)-1-azonia-bicyclo[2.2.2]octane bromide (Intermediate A) by replacing 2-bromo-N-isoxazol-3-yl-acetamide (Ai) with 2-bromo-N-pyrimidin-4-yl-acetamide (Qi). Starting materials: BrCC[C@H]1C(NC2=C([C@](O1)(C(F)(F)F)\C=C\C1CC1)C=C(C=C2)Cl)=O (rel-(3S,5S)-trans-3-(2-bromoethyl)-7-chloro-5-cyclopropylethenyl-1,5-dihydro-5-(trifluoromethyl)-4,1-benzoxazepin-2(3H)-one), [N+](=O)([O-])C1=C(C=CC=C1)[Se]C#N (2-nitrophenylselenocyanate), [BH4-].[Na+] (sodium borohydride). Solvent: C1CCOC1 (THF), C(C)O (ethanol), C1CCOC1 (THF), C(C)O (ethanol). Run at time 1.5 hour. Yields the product ClC=1C=CC2=C([C@](O[C@H](C(N2)=O)C=C)(C(F)(F)F)\C=C\C2CC2)C1 (rel-(3S,5S)-trans-7-Chloro-5-(2-cyclopropylethenyl)-1,5-dihydro-3-ethenyl-5-(trifluoromethyl)-4,1-benzoxazepin-2(3H)-one). The yield is 58.5%. RXN SMILES: [N+](C1C=CC=CC=1[Se]C#N)([O-])=O.[BH4-].[Na+].Br[CH2:16][CH2:17][C@@H:18]1[O:24][C@:23](/[CH:29]=[CH:30]/[CH:31]2[CH2:33][CH2:32]2)([C:25]([F:28])([F:27])[F:26])[C:22]2[CH:34]=[C:35]([Cl:38])[CH:36]=[CH:37][C:21]=2[NH:20][C:19]1=[O:39]>C1COCC1.C(O)C>[Cl:38][C:35]1[CH:36]=[CH:37][C:21]2[NH:20][C:19](=[O:39])[C@H:18]([CH:17]=[CH2:16])[O:24][C@:23](/[CH:29]=[CH:30]/[CH:31]3[CH2:33][CH2:32]3)([C:25]([F:26])([F:27])[F:28])[C:22]=2[CH:34]=1 |f:1.2|. Procedure: To a room temperature solution of 238 mg (1.05 mmol) of 2-nitrophenylselenocyanate in 3.0 mL of THF was added 9 mL of ethanol and 66 mg of sodium borohydride. After stirring 1.5 h, a solution of 153 mg of rel-(3S,5S)-trans-3-(2-bromoethyl)-7-chloro-5-cyclopropylethenyl-1,5-dihydro-5-(trifluoromethyl)-4,1-benzoxazepin-2(3H)-one in 1.5 mL of dry THF and 5 mL of ethanol was added, and the resulting mixture was stirred at ambient temperature for 32 h. The reaction mixture was partitioned between wat... Reactants: CC(C)(C)OC(=O)/N=N/C(=O)OC(C)(C)C (di-tert-butylazodicarboxylate), C(CCC)P(CCCC)CCCC (tributylphosphine), C(C1=CC=CC=C1)OC=1C=C(C=CC1)C1=C(C=C(C=C1)Cl)NC(CNCCO)=O (N-[2-(3-(Benzyloxy)phenyl)-5-chlorophenyl]-2-[(2-hydroxyethyl)amino]acetamide). Solvent: C1CCOC1 (THF), C1CCOC1 (THF). Reaction conditions: time 10 minute. Product: Cl.C(C1=CC=CC=C1)OC=1C=C(C=CC1)C1=C(C=C(C=C1)Cl)N1C(CNCC1)=O (1-[2-(3-(Benzyloxy)phenyl)-5-chlorophenyl]-2-piperazinone Hydrochloride). RXN SMILES: CC(OC(/N=N/C(OC(C)(C)C)=O)=O)(C)C.C(P(CCCC)CCCC)CCC.[CH2:30]([O:37][C:38]1[CH:39]=[C:40]([C:44]2[CH:49]=[CH:48][C:47]([Cl:50])=[CH:46][C:45]=2[NH:51][C:52](=[O:58])[CH2:53][NH:54][CH2:55][CH2:56]O)[CH:41]=[CH:42][CH:43]=1)[C:31]1[CH:36]=[CH:35][CH:34]=[CH:33][CH:32]=1>C1COCC1>[ClH:50].[CH2:30]([O:37][C:38]1[CH:39]=[C:40]([C:44]2[CH:49]=[CH:48][C:47]([Cl:50])=[CH:46][C:45]=2[N:51]2[CH2:56][CH2:55][NH:54][CH2:53][C:52]2=[O:58])[CH:41]=[CH:42][CH:43]=1)[C:31]1[CH:32]=[CH:33][CH:34]=[CH:35][CH:36]=1 |f:4.5|. Reported procedure: To a solution of di-tert-butylazodicarboxylate (733 mg, 3.2 mmol) in 5 mL of THF at 0° C. was added tributylphosphine (0.797 mL, 3.2 mmol) dropwise. After 10 minutes, a solution of the product from Step D (895 mg, 2.10 mmol) in 5 mL of THF was added dropwise over 15 minutes, and the reaction was allowed to warm to room temperature. After 16 hours, the solution was concentrated in vacuo. The crude product mixture was purified by silica gel chromatography (50% EtOAc/CH2Cl2, then 5% MeOH/CH2Cl2). T...